From a dataset of the Open Reaction Database (ORD), a public repository of structured organic reaction records. describe an organic reaction: reactants, conditions, products, and yield The reactants are C=CCCCCCC(CCCC(F)(F)C(F)(F)C(F)(F)C(F)(F)F)(C(=O)OCC)C(=O)OCC, CS(C)=O, [Cl-], [Li+], O. The product is C=CCCCCCC(CCCC(F)(F)C(F)(F)C(F)(F)C(F)(F)F)C(=O)OCC. RXN SMILES: [CH2:4]([CH2:5][CH2:6][CH2:7][CH2:8][CH:9]=[CH2:10])[C:11]([C:12](=[O:13])[O:14][CH2:15][CH3:16])([C:17]([O:18][CH2:19][CH3:20])=[O:21])[CH2:22][CH2:23][CH2:24][C:25]([C:26]([C:27]([C:28]([F:29])([F:30])[F:31])([F:32])[F:33])([F:34])[F:35])([F:36])[F:37].[CH3:38][S:39](=[O:40])[CH3:41].[Cl-:2].[Li+:1].[OH2:3]>>[CH2:4]([CH2:5][CH2:6][CH2:7][CH2:8][CH:9]=[CH2:10])[CH:11]([C:12](=[O:13])[O:14][CH2:15][CH3:16])[CH2:22][CH2:23][CH2:24][C:25]([C:26]([C:27]([C:28]([F:29])([F:30])[F:31])([F:32])[F:33])([F:34])[F:35])([F:36])[F:37]. Starting materials: C1(CC1)COC=1C=CC2=CN(N=C2C1)[C@@H]1CC[C@H](CC1)C(=O)OC (methyl trans-4-[6-(cyclopropylmethoxy)-2H-indazol-2-yl]cyclohexanecarboxylate), [H-].[Al+3].[Li+].[H-].[H-].[H-] (lithium aluminum hydride), O (water), [OH-].[Na+] (sodium hydroxide), O (water). The solvent is C1CCOC1 (THF), C1CCOC1 (THF). The product is C1(CC1)COC=1C=CC2=CN(N=C2C1)[C@@H]1CC[C@H](CC1)CO ({trans-4-[6-(cyclopropylmethoxy)-2H-indazol-2-yl]cyclohexyl}methanol). The yield is 95.9%. As a reaction SMILES: [H-].[Al+3].[Li+].[H-].[H-].[H-].[CH:7]1([CH2:10][O:11][C:12]2[CH:13]=[CH:14][C:15]3[C:19]([CH:20]=2)=[N:18][N:17]([C@H:21]2[CH2:26][CH2:25][C@H:24]([C:27](OC)=[O:28])[CH2:23][CH2:22]2)[CH:16]=3)[CH2:9][CH2:8]1.O.[OH-].[Na+]>C1COCC1>[CH:7]1([CH2:10][O:11][C:12]2[CH:13]=[CH:14][C:15]3[C:19]([CH:20]=2)=[N:18][N:17]([C@H:21]2[CH2:26][CH2:25][C@H:24]([CH2:27][OH:28])[CH2:23][CH2:22]2)[CH:16]=3)[CH2:9][CH2:8]1 |f:0.1.2.3.4.5,8.9|. Procedure: To a suspension of lithium aluminum hydride (0.462 g) in THF (100 mL) was added dropwise a solution of methyl trans-4-[6-(cyclopropylmethoxy)-2H-indazol-2-yl]cyclohexanecarboxylate (4.00 g) in THF (100 mL) under ice-cooling. The reaction mixture was stirred under ice-cooling for 2 hr, and water (0.462 mL), 5N aqueous sodium hydroxide solution (0.462 mL) and water (0.462 mL) were carefully added successively thereto. The reaction mixture was stirred under ice-cooling for 30 min, and the resulting... RXN SMILES: [CH3:28][OH:29].[ClH:27].[I-:16].[Na+:17].[Na+:19].[Na+:25].[Na+:26].[OH-:18].[OH:1][c:2]1[cH:3][cH:4][c:5](-[c:8]2[cH:9][cH:10][c:11]([C:14]#[N:15])[cH:12][cH:13]2)[cH:6][cH:7]1.[S:20]([O-:21])([O-:22])(=[O:23])=[S:24]>>[OH:1][c:2]1[cH:3][cH:4][c:5](-[c:8]2[cH:9][cH:10][c:11]([C:14]#[N:15])[cH:12][cH:13]2)[cH:6][c:7]1[I:16]. Yields the product N#Cc1ccc(-c2ccc(O)c(I)c2)cc1. Reactants: CO, Cl, [I-], [Na+], [Na+], [Na+], [Na+], [OH-], N#Cc1ccc(-c2ccc(O)cc2)cc1, O=S([O-])([O-])=S.